From a dataset of the Open Reaction Database (ORD), a public repository of structured organic reaction records. describe an organic reaction: reactants, conditions, products, and yield Reactants: Cc1ccc(NC(=O)CCC2CCCCC2)cc1N, O=C(O)c1ccc2nccnc2c1. The product is Cc1ccc(NC(=O)CCC2CCCCC2)cc1NC(=O)c1ccc2nccnc2c1. Reaction SMILES: [NH2:14][c:15]1[cH:16][c:17]([NH:22][C:23]([CH2:24][CH2:25][CH:26]2[CH2:27][CH2:28][CH2:29][CH2:30][CH2:31]2)=[O:32])[cH:18][cH:19][c:20]1[CH3:21].[n:1]1[cH:2][cH:3][n:4][c:5]2[cH:6][c:7]([C:11](=[O:12])[OH:13])[cH:8][cH:9][c:10]12>>[n:1]1[cH:2][cH:3][n:4][c:5]2[cH:6][c:7]([C:11](=[O:13])[NH:14][c:15]3[cH:16][c:17]([NH:22][C:23]([CH2:24][CH2:25][CH:26]4[CH2:27][CH2:28][CH2:29][CH2:30][CH2:31]4)=[O:32])[cH:18][cH:19][c:20]3[CH3:21])[cH:8][cH:9][c:10]12. Starting materials: C(C1=CC=CC=C1)N1CCC(C(=O)N)(CC1)NC1=CC(=CC=C1)C (1-benzyl-4-(3-methylphenylamino)-isonipecotamide), Cl (hydrochloride). The reagents and catalysts are [Pd] (palladium on charcoal). The solvent is C(C)O (ethanol), C(C)O (ethanol). Reaction conditions: time 48 hour. Yields the product Cl.CC=1C=C(C=CC1)NC1(CCNCC1)C(=O)N (4-(3-methylphenylamino)isonipecotamide hydrochloride salt). RXN SMILES: C([N:8]1[CH2:16][CH2:15][C:11]([NH:17][C:18]2[CH:23]=[CH:22][CH:21]=[C:20]([CH3:24])[CH:19]=2)([C:12]([NH2:14])=[O:13])[CH2:10][CH2:9]1)C1C=CC=CC=1.[ClH:25]>[Pd].C(O)C>[ClH:25].[CH3:24][C:20]1[CH:19]=[C:18]([NH:17][C:11]2([C:12]([NH2:14])=[O:13])[CH2:15][CH2:16][NH:8][CH2:9][CH2:10]2)[CH:23]=[CH:22][CH:21]=1 |f:4.5|. Procedure: A mixture of 1-benzyl-4-(3-methylphenylamino)-isonipecotamide (0.42 g, 1.3 mmol) and 10% palladium on charcoal (0.88 g) in a mixture of ethanol (40 mL) and ethanol saturated with anhydrous hydrochloride gas (10 mL) was shaken in a Parr hydrogenator at 60 psi for 48 h. The resultant mixture was filtered through a plug of Celite, and the filtrate concentrated to provide the title compound. The product is Cl.C(C)(C)(C)C1=CC(=C(C=C1)C=1N([C@@H]([C@@H](N1)C1=CC=C(C=C1)F)C1=CC=C(C=C1)F)C(=O)N1CCN(CC1)CCS(=O)(=O)C)OCC ([(4S,5R)-2-(4-tert-Butyl-2-ethoxy-phenyl)-4,5-bis-(4-fluoro-phenyl)-4,5-dihydro-imidazol-1-yl]-[4-(2-methanesulfonyl-ethyl)-piperazin-1-yl]-methanone hydrochloride). As a reaction SMILES: [C:1]([C:5]1[CH:10]=[CH:9][C:8]([C:11]2[N:12]([C:30]([Cl:32])=[O:31])[C@H:13]([C:23]3[CH:28]=[CH:27][C:26]([F:29])=[CH:25][CH:24]=3)[C@H:14]([C:16]3[CH:21]=[CH:20][C:19]([F:22])=[CH:18][CH:17]=3)[N:15]=2)=[C:7]([O:33][CH2:34][CH3:35])[CH:6]=1)([CH3:4])([CH3:3])[CH3:2].Cl.Cl.[CH3:38][S:39]([CH2:42][CH2:43][N:44]1[CH2:49][CH2:48][NH:47][CH2:46][CH2:45]1)(=[O:41])=[O:40]>>[ClH:32].[C:1]([C:5]1[CH:10]=[CH:9][C:8]([C:11]2[N:12]([C:30]([N:47]3[CH2:46][CH2:45][N:44]([CH2:43][CH2:42][S:39]([CH3:38])(=[O:40])=[O:41])[CH2:49][CH2:48]3)=[O:31])[C@H:13]([C:23]3[CH:28]=[CH:27][C:26]([F:29])=[CH:25][CH:24]=3)[C@H:14]([C:16]3[CH:21]=[CH:20][C:19]([F:22])=[CH:18][CH:17]=3)[N:15]=2)=[C:7]([O:33][CH2:34][CH3:35])[CH:6]=1)([CH3:4])([CH3:3])[CH3:2] |f:1.2.3,4.5|. Starting materials: C(C)(C)(C)C1=CC(=C(C=C1)C=1N([C@@H]([C@@H](N1)C1=CC=C(C=C1)F)C1=CC=C(C=C1)F)C(=O)Cl)OCC ((4S,5R)-2-(4-tert-butyl-2-ethoxy-phenyl)-4,5-bis-(4-fluoro-phenyl)-4,5-dihydro-imidazole-1-carbonyl chloride), Cl.Cl.CS(=O)(=O)CCN1CCNCC1 (1-(2-methanesulfonylethyl)piperazine dihydrochloride). Procedure details: [(4S,5R)-2-(4-tert-Butyl-2-ethoxy-phenyl)-4,5-bis-(4-fluoro-phenyl)-4,5-dihydro-imidazol-1-yl]-[4-(2-methanesulfonyl-ethyl)-piperazin-1-yl]-methanone hydrochloride was prepared from (4S,5R)-2-(4-tert-butyl-2-ethoxy-phenyl)-4,5-bis-(4-fluoro-phenyl)-4,5-dihydro-imidazole-1-carbonyl chloride (example 12a) and 1-(2-methanesulfonylethyl)piperazine dihydrochloride (example 17) in an analogous manner as described in example 25. LR-MS: 653.4 [(M+H)+] Starting materials: C(C1=CC=CC=C1)N1CCC(CC1)(O)COC1=CC=C(C=C1)C(=O)O (1-benzyl-4-(4-carboxyphenoxymethyl)piperidin-4-ol), C[Si](C)(C)C=[N+]=[N-].CCCCCC (trimethylsilyidiazomethan hexane). Solvent: CO (methanol). Product: C(C1=CC=CC=C1)N1CCC(CC1)(O)COC1=CC=C(C=C1)C(=O)OC (1-benzyl-4-(4-methoxycarbonylphenoxymethyl)piperidin-4-ol). RXN SMILES: [CH2:1]([N:8]1[CH2:13][CH2:12][C:11]([CH2:15][O:16][C:17]2[CH:22]=[CH:21][C:20]([C:23]([OH:25])=[O:24])=[CH:19][CH:18]=2)([OH:14])[CH2:10][CH2:9]1)[C:2]1[CH:7]=[CH:6][CH:5]=[CH:4][CH:3]=1.[CH3:26][Si](C=[N+]=[N-])(C)C.CCCCCC>CO>[CH2:1]([N:8]1[CH2:9][CH2:10][C:11]([CH2:15][O:16][C:17]2[CH:22]=[CH:21][C:20]([C:23]([O:25][CH3:26])=[O:24])=[CH:19][CH:18]=2)([OH:14])[CH2:12][CH2:13]1)[C:2]1[CH:7]=[CH:6][CH:5]=[CH:4][CH:3]=1 |f:1.2|. Reported procedure: The compound (0.86 g) obtained in Step 4 was dissolved in methanol (10 mL) and to the solution was added a 2M trimethylsilyidiazomethan-hexane solution (1.3 mL). After completion of the reaction, the residue from which the solvent was removed under reduced pressure was purified by silica gel column chromatography (Chromatorex NH™) (eluent; ethyl acetate:hexane=1:19 to 1:9) to obtain the titled compound (0.8 g) as crystals. The reactants are CN1N=C(C(=C1)N)C (1,3-Dimethylpyrazol-4-amine), ClC1=NC=C(C(=C1)NC1=C(C(=O)NC)C=CC(=C1)F)Cl (2-(2,5-dichloropyridin-4-ylamino)-4-fluoro-N-methylbenzamide). Procedure details: 1,3-Dimethylpyrazol-4-amine and 2-(2,5-dichloropyridin-4-ylamino)-4-fluoro-N-methylbenzamide were reacted according to the procedure of example 3.40 to afford 2-(5-chloro-2-(1,3-dimethyl-1H-pyrazol-4-ylamino)pyridin-4-ylamino)-4-fluoro-N-methylbenzamide (23 mg) as a beige solid. 1H NMR spectrum: (300 MHz, DMSO) δ 2.02 (3H, s), 2.71 (3H, d), 3.64 (3H, s), 6.72 (1H, d), 6.86 (1H, td), 7.27 (1H, dd), 7.71 (1H, dd), 7.79 (1H, s), 7.92 (1H, s), 8.04 (1H, s), 8.63 (1H, m), 10.43 (1H, s); Mass spectrum... As a reaction SMILES: [CH3:1][N:2]1[CH:6]=[C:5]([NH2:7])[C:4]([CH3:8])=[N:3]1.Cl[C:10]1[CH:15]=[C:14]([NH:16][C:17]2[CH:26]=[C:25]([F:27])[CH:24]=[CH:23][C:18]=2[C:19]([NH:21][CH3:22])=[O:20])[C:13]([Cl:28])=[CH:12][N:11]=1>>[Cl:28][C:13]1[C:14]([NH:16][C:17]2[CH:26]=[C:25]([F:27])[CH:24]=[CH:23][C:18]=2[C:19]([NH:21][CH3:22])=[O:20])=[CH:15][C:10]([NH:7][C:5]2[C:4]([CH3:8])=[N:3][N:2]([CH3:1])[CH:6]=2)=[N:11][CH:12]=1. Yields the product ClC=1C(=CC(=NC1)NC=1C(=NN(C1)C)C)NC1=C(C(=O)NC)C=CC(=C1)F (2-(5-chloro-2-(1,3-dimethyl-1H-pyrazol-4-ylamino)pyridin-4-ylamino)-4-fluoro-N-methylbenzamide). Starting materials: FC(C(=O)N[C@@H](C(C)(C)O)C1=CC=CC=C1)(F)F (2,2,2-Trifluoro-N-[(1R)-2-hydroxy-2-methyl-1-phenylpropyl]acetamide), [OH-].[K+] (KOH). Run in CO (MeOH). Run at time 8 hour. Product: N[C@@H](C(C)(O)C)C1=CC=CC=C1 ((1R)-1-Amino-2-methyl-1-phenylpropan-2-ol). Reaction SMILES: FC(F)(F)C([NH:5][C@H:6]([C:11]1[CH:16]=[CH:15][CH:14]=[CH:13][CH:12]=1)[C:7]([OH:10])([CH3:9])[CH3:8])=O.[OH-].[K+]>CO>[NH2:5][C@H:6]([C:11]1[CH:16]=[CH:15][CH:14]=[CH:13][CH:12]=1)[C:7]([CH3:9])([OH:10])[CH3:8] |f:1.2|. Reported procedure: The product from step B (1.07 g, 4.10 mmol) was dissolved in MeOH (5 mL) and KOH (0.460 g, 8.19 mmol, 1 mL MeOH) was added at rt. The reaction was stirred overnight, concentrated, diluted in EtOAc and washed with DI water. The organic layer was dried with Na2SO4, filtered and concentrated. The product was used as is. HPLC/MS: 166.2 (M+1); Rt=0.68 min. Reactants: C1(CC1)[Mg]Br (Cyclopropylmagnesium bromide), ClC=1C=CC(=C2N3C(=NC21)N(CCC3)C3=C(C=C(C=C3C)Cl)Cl)C(=O)OC (methyl 9-chloro-1-(2,4-dichloro-6-methylphenyl)-1,2,3,4-tetrahydropyrimido[1,2-a]benzimidazole-6-carboxylate), O1CCCC1 (tetrahydrofuran). Run at temperature 60 celsius, time 8 hour. Product: ClC1=CC=C(C=2N3C(=NC21)N(CCC3)C3=C(C=C(C=C3C)Cl)Cl)C(O)(C3CC3)C3CC3 ([9-Chloro-1-(2,4-dichloro-6-methylphenyl)-1,2,3,4-tetrahydropyrimido[1,2-a]benzimidazol-6-yl](dicyclopropyl)methanol). Isolated yield 80.0%. Reaction SMILES: [CH:1]1([Mg]Br)[CH2:3][CH2:2]1.[Cl:6][C:7]1[CH:8]=[CH:9][C:10]([C:29](OC)=[O:30])=[C:11]2[C:15]=1[N:14]=[C:13]1[N:16]([C:20]3[C:25]([CH3:26])=[CH:24][C:23]([Cl:27])=[CH:22][C:21]=3[Cl:28])[CH2:17][CH2:18][CH2:19][N:12]21.O1[CH2:37][CH2:36][CH2:35]C1>>[Cl:6][C:7]1[C:15]2[N:14]=[C:13]3[N:16]([C:20]4[C:25]([CH3:26])=[CH:24][C:23]([Cl:27])=[CH:22][C:21]=4[Cl:28])[CH2:17][CH2:18][CH2:19][N:12]3[C:11]=2[C:10]([C:29]([CH:35]2[CH2:36][CH2:37]2)([CH:1]2[CH2:3][CH2:2]2)[OH:30])=[CH:9][CH:8]=1. Reported procedure: Cyclopropylmagnesium bromide (1.0 M solution in tetrahydrofuran, 2.4 mL, 2.4 mmol) was added to a stirred solution of methyl 9-chloro-1-(2,4-dichloro-6-methylphenyl)-1,2,3,4-tetrahydropyrimido[1,2-a]benzimidazole-6-carboxylate (200 mg, 0.471 mmol) in tetrahydrofuran (3.0 mL), and the mixture was stirred at 60° C. for 8 hr. The reaction was quenched by aqueous saturated ammonium chloride, and the mixture was extracted with ethyl acetate. The combined organic layer was washed with brine, dried ove...